This data is from the Open Reaction Database (ORD), a public repository of structured organic reaction records. The task is: describe an organic reaction: reactants, conditions, products, and yield Reactants: C(C)(C)(C)OC(CC1=CC(=NC=C1C(F)(F)F)N1CCN(CC1)C)=O ([2-(4-Methyl-piperazin-1-yl)-5-trifluoromethyl-pyridin-4-yl]-acetic acid tert-butyl ester), N (ammonia), C(=O)(C=1NC=CN1)C=1NC=CN1 (carbonyl diimidazole), carboxylic acid. Run in C(=O)(C(F)(F)F)O (TFA), C(Cl)Cl (CH2Cl2). Run at time 1.5 hour. Yields the product CN1CCN(CC1)C1=NC=C(C(=C1)CC(=O)N)C(F)(F)F (2-[2-(4-Methyl-piperazin-1-yl)-5-trifluoromethyl-pyridin-4-yl]-acetamide). As a reaction SMILES: C(O[C:6](=[O:25])[CH2:7][C:8]1[C:13]([C:14]([F:17])([F:16])[F:15])=[CH:12][N:11]=[C:10]([N:18]2[CH2:23][CH2:22][N:21]([CH3:24])[CH2:20][CH2:19]2)[CH:9]=1)(C)(C)C.C(C1NC=CN=1)(C1[NH:29]C=CN=1)=O.N>C(O)(C(F)(F)F)=O.C(Cl)Cl>[CH3:24][N:21]1[CH2:20][CH2:19][N:18]([C:10]2[CH:9]=[C:8]([CH2:7][C:6]([NH2:29])=[O:25])[C:13]([C:14]([F:16])([F:15])[F:17])=[CH:12][N:11]=2)[CH2:23][CH2:22]1. Procedure details: [2-(4-Methyl-piperazin-1-yl)-5-trifluoromethyl-pyridin-4-yl]-acetic acid tert-butyl ester (475 mg, 1.32 mmol) is dissolved in a mixture of TFA and CH2Cl2 (10 ml/10 ml) and stirred at RT. After 1.5 h at RT, TLC analysis indicated complete conversion of starting material. The solvent is removed by rotary evaporation, and replaced by dry DMF (5 ml). Under an atmosphere of argon, carbonyl diimidazole (236 mg, 1.46 mmol) is added. After 3 h at RT, TLC analysis indicated complete conversion of the car... The reactants are sodium t-pentoxide, [H-].[Na+] (sodium hydride), CC(C)([O-])C.[K+] (potassium t-butoxide), C1(=CC=CC=C1)C (toluene), [O-2].[Ba+2] (barium oxide). The solvent is C1=CC=CC=C1 (benzene), O1CCCC1 (tetrahydrofuran), O1CCCC1 (tetrahydrofuran). Yields the product CC1=CC(=O)C(=C(C)C)CC1 (Piperitenone). RXN SMILES: [C:1]1([CH3:7])[CH:6]=[CH:5][CH:4]=[CH:3][CH:2]=1.[O-2:8].[Ba+2].[CH3:10][C:11](C)([O-])[CH3:12].[K+].[H-].[Na+]>O1CCCC1.C1C=CC=CC=1>[CH3:7][C:1]1[CH2:6][CH2:5][C:4](=[C:11]([CH3:12])[CH3:10])[C:3](=[O:8])[CH:2]=1 |f:1.2,3.4,5.6|. Procedure details: sodium t-pentoxide, toluene; barium oxide, benzene; potassium t-butoxide, tetrahydrofuran; sodium hydride, tetrahydrofuran.